This data is from the Open Reaction Database (ORD), a public repository of structured organic reaction records. The task is: describe an organic reaction: reactants, conditions, products, and yield RXN SMILES: [Br:15][CH2:16][CH2:17][CH2:18][CH2:19][CH2:20][CH2:21][CH2:22][CH3:23].[C:9](=[O:10])([O-:11])[O-:12].[CH3:25][N:26]([CH3:27])[CH:28]=[O:29].[Cs+:13].[Cs+:14].[I:1][c:2]1[n:3][cH:4][c:5]([OH:8])[cH:6][cH:7]1.[OH2:24]>>[I:1][c:2]1[n:3][cH:4][c:5]([O:8][CH2:16][CH2:17][CH2:18][CH2:19][CH2:20][CH2:21][CH2:22][CH3:23])[cH:6][cH:7]1. The product is CCCCCCCCOc1ccc(I)nc1. The reactants are CCCCCCCCBr, O=C([O-])[O-], CN(C)C=O, [Cs+], [Cs+], Oc1ccc(I)nc1, O. Reactants: CN (Methylamine), COC=1C=NC=2C=CC=C(C2N1)C=O (3-methoxy-quinoxaline-5-carbaldehyde). The product is COC=1C=NC2=CC=CC(=C2N1)CNC ((3-methoxy-quinoxalin-5-ylmethyl)-methyl-amine), solid. The yield is 51.0%. RXN SMILES: [CH3:1][NH2:2].[CH3:3][O:4][C:5]1[CH:6]=[N:7][C:8]2[CH:9]=[CH:10][CH:11]=[C:12]([CH:15]=O)[C:13]=2[N:14]=1>>[CH3:3][O:4][C:5]1[CH:6]=[N:7][C:8]2[C:13]([N:14]=1)=[C:12]([CH2:15][NH:2][CH3:1])[CH:11]=[CH:10][CH:9]=2. Procedure: Methylamine (2M in THF, 5 mL) and 3-methoxy-quinoxaline-5-carbaldehyde (0.94 g, 5 mmol, prepared according to WO 2006/021448) were coupled according to method K. The title amine was isolated as a yellowish solid (0.52 g, 51% yield). The reactants are C(C)(=O)[O-].[Na+] (sodium acetate), [Cl-].C(CCCCCCCCC)[N+](C)(C)CCCCCCCCCC (didecyldimethylammonium chloride). Conditions: temperature 60 celsius, time 2 hour. Yields the product C(C)(=O)[O-].C(CCCCCCCCC)[N+](C)(C)CCCCCCCCCC (Didecyldimethylammonium acetate). Reaction SMILES: [C:1]([O-:4])(=[O:3])[CH3:2].[Na+].[Cl-].[CH2:7]([N+:17]([CH2:20][CH2:21][CH2:22][CH2:23][CH2:24][CH2:25][CH2:26][CH2:27][CH2:28][CH3:29])([CH3:19])[CH3:18])[CH2:8][CH2:9][CH2:10][CH2:11][CH2:12][CH2:13][CH2:14][CH2:15][CH3:16]>>[C:1]([O-:4])(=[O:3])[CH3:2].[CH2:20]([N+:17]([CH2:7][CH2:8][CH2:9][CH2:10][CH2:11][CH2:12][CH2:13][CH2:14][CH2:15][CH3:16])([CH3:19])[CH3:18])[CH2:21][CH2:22][CH2:23][CH2:24][CH2:25][CH2:26][CH2:27][CH2:28][CH3:29] |f:0.1,2.3,4.5|. Procedure details: 0.0221 mole of sodium acetate and 0.0221 mole of 80% didecyldimethylammonium chloride in solid form were mixed in a flask. The mixture was heated to 60° C. and held for 2 hours. The reactants are C[Mg]Br (methylmagnesium bromide), C[Mg]Br (methylmagnesium bromide), [Cl-].[NH4+] (ammonium chloride), CN1C(C=2C=CC3=C(C2C1)C=CC(=C3)C(=O)C=3N=CN(C3)C(C3=CC=CC=C3)(C3=CC=CC=C3)C3=CC=CC=C3)=O (2-Methyl-7-[(1-trityl-1H-imidazol-4-yl)carbonyl]-1,2-dihydro-3H-benzo[e]isoindol-3-one). Solvent: C1CCOC1 (THF), C1CCOC1 (THF), C1CCOC1 (THF). Reaction conditions: temperature 0 celsius, time 1 hour. Yields the product OC(C)(C=1N=CN(C1)C(C1=CC=CC=C1)(C1=CC=CC=C1)C1=CC=CC=C1)C1=CC2=C(C=3CN(C(C3C=C2)=O)C)C=C1 (7-(1-hydroxy-1-(1-trityl-1H-imidazol-4-yl)ethyl]-2-methyl-1,2-dihydro-3H-benzo[e]isoindol-3-one). Reaction SMILES: [CH3:1][N:2]1[CH2:10][C:9]2[C:8]3[CH:11]=[CH:12][C:13]([C:15]([C:17]4[N:18]=[CH:19][N:20]([C:22]([C:35]5[CH:40]=[CH:39][CH:38]=[CH:37][CH:36]=5)([C:29]5[CH:34]=[CH:33][CH:32]=[CH:31][CH:30]=5)[C:23]5[CH:28]=[CH:27][CH:26]=[CH:25][CH:24]=5)[CH:21]=4)=[O:16])=[CH:14][C:7]=3[CH:6]=[CH:5][C:4]=2[C:3]1=[O:41].[CH3:42][Mg]Br.[Cl-].[NH4+]>C1COCC1>[OH:16][C:15]([C:13]1[CH:12]=[CH:11][C:8]2[C:9]3[CH2:10][N:2]([CH3:1])[C:3](=[O:41])[C:4]=3[CH:5]=[CH:6][C:7]=2[CH:14]=1)([C:17]1[N:18]=[CH:19][N:20]([C:22]([C:29]2[CH:30]=[CH:31][CH:32]=[CH:33][CH:34]=2)([C:23]2[CH:28]=[CH:27][CH:26]=[CH:25][CH:24]=2)[C:35]2[CH:36]=[CH:37][CH:38]=[CH:39][CH:40]=2)[CH:21]=1)[CH3:42] |f:2.3|. Procedure details: 2-Methyl-7-[(1-trityl-1H-imidazol-4-yl)carbonyl]-1,2-dihydro-3H-benzo[e]isoindol-3-one (1.07 g) was dissolved in THF (22 mL) and cooled to 0° C., and then a solution (1.0 M: 3.0 mL) of methylmagnesium bromide in THF was added dropwise. The reaction mixture was stirred at room temperature for 1 hr. and a solution (1.0 M: 3.0 mL) of methylmagnesium bromide in THF was added. The mixture was further stirred at room temperature for 30 min., and 20% aqueous ammonium chloride solution was added to stop... The reactants are C(C1=CC=CC=C1)N1CCC(CC1)N1C=2N(C(=C(C1=O)CC1=CC=C(C=C1)C=1C(=CC=CC1)C#N)CCC)N=CN2 (4′-{[4-(1-benzylpiperidin-4-yl)-5-oxo-7-propyl-4,5-dihydro[1,2,4]triazolo[1,5-a]pyrimidin-6-yl]methyl}biphenyl-2-carbonitrile), O1CCCC1 (tetrahydrofuran). The reagents and catalysts are [C].[Pd] (palladium-carbon). The solvent is C(C)O (ethanol). Conditions: time 2 day. Product: C(C)N1CCC(CC1)N1C=2N(C(=C(C1=O)CC1=CC=C(C=C1)C=1C(=CC=CC1)C#N)CCC)N=CN2 (4′-{[4-(1-ethylpiperidin-4-yl)-5-oxo-7-propyl-4,5-dihydro[1,2,4]triazolo[1,5-a]pyrimidin-6-yl]methyl}biphenyl-2-carbonitrile), compound. Isolated yield 3.0%. Reaction SMILES: [CH2:1]([N:8]1[CH2:13][CH2:12][CH:11]([N:14]2[C:19](=[O:20])[C:18]([CH2:21][C:22]3[CH:27]=[CH:26][C:25]([C:28]4[C:29]([C:34]#[N:35])=[CH:30][CH:31]=[CH:32][CH:33]=4)=[CH:24][CH:23]=3)=[C:17]([CH2:36][CH2:37][CH3:38])[N:16]3[N:39]=[CH:40][N:41]=[C:15]23)[CH2:10][CH2:9]1)[C:2]1C=CC=CC=1.O1CCCC1>[C].[Pd].C(O)C>[CH2:1]([N:8]1[CH2:9][CH2:10][CH:11]([N:14]2[C:19](=[O:20])[C:18]([CH2:21][C:22]3[CH:27]=[CH:26][C:25]([C:28]4[C:29]([C:34]#[N:35])=[CH:30][CH:31]=[CH:32][CH:33]=4)=[CH:24][CH:23]=3)=[C:17]([CH2:36][CH2:37][CH3:38])[N:16]3[N:39]=[CH:40][N:41]=[C:15]23)[CH2:12][CH2:13]1)[CH3:2] |f:2.3|. Procedure details: A mixture of 4′-{[4-(1-benzylpiperidin-4-yl)-5-oxo-7-propyl-4,5-dihydro[1,2,4]triazolo[1,5-a]pyrimidin-6-yl]methyl}biphenyl-2-carbonitrile (4.82 g), 10% palladium-carbon (2.39 g), tetrahydrofuran (30 mL) and ethanol (60 mL) was stirred at room temperature for 2 days under a hydrogen atmosphere. The reaction mixture was filtered, and the solvent was evaporated. The residue was purified by basic silica gel chromatography [eluent: methanol/ethyl acetate=0/100→5/95 (volume ratio)] to give the title ... Starting materials: CN1N=C(C=C1)C1=CC=C(C=C1)CO ([4-(1-methyl-1H-pyrazol-3-yl)phenyl]methanol), S(=O)(Cl)Cl (thionyl chloride). Run in O (water), C(C)(=O)OCC (ethyl acetate), C([O-])(O)=O.[Na+] (sodium bicarbonate), C1CCOC1 (THF). Run at temperature 17 celsius, time 16 hour. The product is ClCC1=CC=C(C=C1)C1=NN(C=C1)C (3-[4-(chloromethyl)phenyl]-1-methyl-1H-pyrazole). As a reaction SMILES: [CH3:1][N:2]1[CH:6]=[CH:5][C:4]([C:7]2[CH:12]=[CH:11][C:10]([CH2:13]O)=[CH:9][CH:8]=2)=[N:3]1.S(Cl)([Cl:17])=O>C1COCC1.O.C(OCC)(=O)C.C(=O)(O)[O-].[Na+]>[Cl:17][CH2:13][C:10]1[CH:11]=[CH:12][C:7]([C:4]2[CH:5]=[CH:6][N:2]([CH3:1])[N:3]=2)=[CH:8][CH:9]=1 |f:5.6|. Procedure: To a solution of [4-(1-methyl-1H-pyrazol-3-yl)phenyl]methanol (1.00 g) in THF (15.0 mL) was added dropwise thionyl chloride (0.58 mL) under ice-cooling, and the mixture was stirred at 17° C. for 16 hr. The reaction mixture was diluted with water and ethyl acetate, and saturated aqueous sodium bicarbonate was added thereto. The organic layer was washed with saturated brine, and dried over anhydrous sodium sulfate, and the solvent was evaporated under reduced pressure. The residue was purified by ... Starting materials: COc1cc2c(cc1[N+](=O)[O-])N(C(=O)CCN1CCOCC1)CC2, CCO, Cl, O, O, Cl[Sn]Cl. Yields the product COc1cc2c(cc1N)N(C(=O)CCN1CCOCC1)CC2. As a reaction SMILES: [CH3:1][O:2][c:3]1[cH:4][c:5]2[c:9]([cH:10][c:11]1[N+:12]([O-:13])=[O:14])[N:8]([C:15]([CH2:16][CH2:17][N:18]1[CH2:19][CH2:20][O:21][CH2:22][CH2:23]1)=[O:24])[CH2:7][CH2:6]2.[CH3:31][CH2:32][OH:33].[ClH:30].[OH2:25].[OH2:26].[Sn:27]([Cl:28])[Cl:29]>>[CH3:1][O:2][c:3]1[cH:4][c:5]2[c:9]([cH:10][c:11]1[NH2:12])[N:8]([C:15]([CH2:16][CH2:17][N:18]1[CH2:19][CH2:20][O:21][CH2:22][CH2:23]1)=[O:24])[CH2:7][CH2:6]2. Starting materials: C[C@H]1C[C@H](C1)C1=NC(=C2N1C=CN=C2N)C2=CC=C(C=C2)OC2=CC=CC=C2 (cis-3-(3-methylcyclobutyl)-1-(4-phenoxyphenyl)-imidazo[1,5-a]pyrazin-8-ylamine), NC=1C=2N(C=CN1)C(=NC2C2=CC=C(C=C2)OC2=CC=CC=C2)[C@@H]2C[C@H](C2)COS(=O)(=O)C2=CC=C(C=C2)C (trans-toluene-4-sulfonic acid 3-[8-amino-1-(4-phenoxyphenyl)-imidazo[1,5-a]pyrazin-3-yl]-cyclobutylmethyl ester). Yields the product C[C@@H]1C[C@H](C1)C1=NC(=C2N1C=CN=C2N)C2=CC=C(C=C2)OC2=CC=CC=C2 (trans-3-(3-Methylcyclobutyl)-1-(4-phenoxyphenyl)-imidazo[1,5-a]pyrazin-8-ylamine). As a reaction SMILES: [CH3:1][C@@H:2]1[CH2:5][C@H:4]([C:6]2[N:10]3[CH:11]=[CH:12][N:13]=[C:14]([NH2:15])[C:9]3=[C:8]([C:16]3[CH:21]=[CH:20][C:19]([O:22][C:23]4[CH:28]=[CH:27][CH:26]=[CH:25][CH:24]=4)=[CH:18][CH:17]=3)[N:7]=2)[CH2:3]1.NC1C2N(C([C@H]3C[C@H](COS(C4C=CC(C)=CC=4)(=O)=O)C3)=NC=2C2C=CC(OC3C=CC=CC=3)=CC=2)C=CN=1>>[CH3:1][C@H:2]1[CH2:5][C@H:4]([C:6]2[N:10]3[CH:11]=[CH:12][N:13]=[C:14]([NH2:15])[C:9]3=[C:8]([C:16]3[CH:21]=[CH:20][C:19]([O:22][C:23]4[CH:28]=[CH:27][CH:26]=[CH:25][CH:24]=4)=[CH:18][CH:17]=3)[N:7]=2)[CH2:3]1. Procedure: Prepared according to the procedure described above for cis-3-(3-methylcyclobutyl)-1-(4-phenoxyphenyl)-imidazo[1,5-a]pyrazin-8-ylamine, except using trans-toluene-4-sulfonic acid 3-[8-amino-1-(4-phenoxyphenyl)-imidazo[1,5-a]pyrazin-3-yl]-cyclobutylmethyl ester. Starting materials: C(#N)C1=CC=C2C(CCN(C2=C1)C(=O)NC1=CC=CC=C1)(C)C (7-Cyano-3,4-dihydro-4,4-dimethyl-N-phenyl-1(2H)-quinolinecarboxamide), C(#N)C1=CC=C2C(CCN(C2=C1)C(=O)NC1=CC=CC=C1)(C)C (7-Cyano-3,4-dihydro-4,4-dimethyl-N-phenyl-1(2H)-quinolinecarboxamide), N1=CC(=CC=C1)N=C=O (3-pyridylisocyanate). The product is C(#N)C1=CC=C2C(CCN(C2=C1)C(=O)NC=1C=NC=CC1)(C)C (7-Cyano-1,2,3,4-tetrahydro-4,4-dimethyl-N-(3-pyridinyl)-1-quinolinecarboxamide). RXN SMILES: [C:1]([C:3]1[CH:12]=[C:11]2[C:6]([C:7]([CH3:23])([CH3:22])[CH2:8][CH2:9][N:10]2[C:13]([NH:15][C:16]2[CH:21]=C[CH:19]=[CH:18][CH:17]=2)=[O:14])=[CH:5][CH:4]=1)#[N:2].[N:24]1C=CC=C(N=C=O)C=1>>[C:1]([C:3]1[CH:12]=[C:11]2[C:6]([C:7]([CH3:22])([CH3:23])[CH2:8][CH2:9][N:10]2[C:13]([NH:15][C:16]2[CH:21]=[N:24][CH:19]=[CH:18][CH:17]=2)=[O:14])=[CH:5][CH:4]=1)#[N:2]. Reported procedure: The title compound was prepared from 7-cyano-3,4-dihydro-4,4-dimethyl-1(2H)-quinoline (compound of example 1, part J) and 3-pyridylisocyanate by the same method as described in example 1, part K. The product was obtained as a colorless powder; m.p. 183°-185° C. The reactants are O1CCCC=C1 (3,4-dihydro-2H-pyran), C1(=CC=C(C=C1)S(=O)(=O)[O-])C.[NH+]1=CC=CC=C1 (pyridinium p-toluenesulfonate), C(C)OC(=O)C=1N=C(OC1CO)C1=CC=C(C=C1)OC (5-Hydroxymethyl-2-(4-methoxy-phenyl)-oxazole-4-carboxylic acid ethyl ester). The solvent is ClCCl (dichloromethane). The product is C(C)OC(=O)C=1N=C(OC1COC1OCCCC1)C1=CC=C(C=C1)OC (2-(4-methoxy-phenyl)-5-(tetrahydro-pyran-2-yloxymethyl)-oxazole-4-carboxylic acid ethyl ester). RXN SMILES: [CH2:1]([O:3][C:4]([C:6]1[N:7]=[C:8]([C:13]2[CH:18]=[CH:17][C:16]([O:19][CH3:20])=[CH:15][CH:14]=2)[O:9][C:10]=1[CH2:11][OH:12])=[O:5])[CH3:2].[O:21]1[CH:26]=[CH:25][CH2:24][CH2:23][CH2:22]1.C1(C)C=CC(S([O-])(=O)=O)=CC=1.[NH+]1C=CC=CC=1>ClCCl>[CH2:1]([O:3][C:4]([C:6]1[N:7]=[C:8]([C:13]2[CH:14]=[CH:15][C:16]([O:19][CH3:20])=[CH:17][CH:18]=2)[O:9][C:10]=1[CH2:11][O:12][CH:22]1[CH2:23][CH2:24][CH2:25][CH2:26][O:21]1)=[O:5])[CH3:2] |f:2.3|. Reported procedure: 4.8 g 5-Hydroxymethyl-2-(4-methoxy-phenyl)-oxazole-4-carboxylic acid ethyl ester were dissolved in 75 ml dichloromethane. 1.9 ml 3,4-dihydro-2H-pyran and 870 mg pyridinium p-toluenesulfonate were added and the reaction mixture stirred at room temperature over night. The solvent was removed in vacuo and the residue purified by flash chromatography on silica gel (eluting with n-heptane:ethyl acetate=3:1=>1:1) to obtain 5.3 g 2-(4-methoxy-phenyl)-5-(tetrahydro-pyran-2-yloxymethyl)-oxazole-4-carboxy...